Dataset: the Open Reaction Database (ORD), a public repository of structured organic reaction records. Task: describe an organic reaction: reactants, conditions, products, and yield Starting materials: BrC1=CN=C2N1N=C(C=C2)Cl (3-bromo-6-chloroimidazo[1,2-b]pyridazine), O1CCOCC1 (dioxane), FC=1C=C(C=CC1)B(O)O ((3-fluorophenyl)boronic acid), C(=O)([O-])[O-].[K+].[K+] (K2CO3). The reagents and catalysts are C1=CC=C(C=C1)P([C-]2C=CC=C2)C3=CC=CC=C3.C1=CC=C(C=C1)P([C-]2C=CC=C2)C3=CC=CC=C3.Cl[Pd]Cl.[Fe+2] (Pd(dppf)2Cl2). Solvent: O (water), CC(OCC)=O (EA). Conditions: temperature 80 celsius, time 8 hour. The product is ClC=1C=CC=2N(N1)C(=CN2)C2=CC(=CC=C2)F (6-chloro-3-(3-fluorophenyl)imidazo[1,2-b]pyridazine). Isolated yield 61.8%. RXN SMILES: Br[C:2]1[N:6]2[N:7]=[C:8]([Cl:11])[CH:9]=[CH:10][C:5]2=[N:4][CH:3]=1.O1CCOCC1.[F:18][C:19]1[CH:20]=[C:21](B(O)O)[CH:22]=[CH:23][CH:24]=1.C([O-])([O-])=O.[K+].[K+]>C1C=CC(P(C2C=CC=CC=2)[C-]2C=CC=C2)=CC=1.C1C=CC(P(C2C=CC=CC=2)[C-]2C=CC=C2)=CC=1.Cl[Pd]Cl.[Fe+2].CC(=O)OCC.O>[Cl:11][C:8]1[CH:9]=[CH:10][C:5]2[N:6]([C:2]([C:23]3[CH:22]=[CH:21][CH:20]=[C:19]([F:18])[CH:24]=3)=[CH:3][N:4]=2)[N:7]=1 |f:3.4.5,6.7.8.9|. Reported procedure: To a solution of 3-bromo-6-chloroimidazo[1,2-b]pyridazine (500 mg, 2.15 mmol) in a mixed solvent of dioxane (5 mL) and water (0.5 mL) was added (3-fluorophenyl)boronic acid (273 mg, 1.96 mmol), K2CO3 (811 mg, 5.88 mmol) and Pd(dppf)2Cl2 (79 mg, 0.098 mmol). The reaction mixture was stirred at 80° C. overnight under N2. TLC (PE:EA=5:1) showed the starting material was consumed. The mixture was cooled and concentrated. The residue was purified by column chromatography on silica gel (petroleum ethe... Starting materials: CCOC(=O)C=C(C)c1ccc(OCOC)cc1, CO, [Na+], [OH-]. The product is COCOc1ccc(C(C)=CC(=O)O)cc1. As a reaction SMILES: [CH3:1][O:2][CH2:3][O:4][c:5]1[cH:6][cH:7][c:8]([C:11](=[CH:12][C:13](=[O:14])[O:15][CH2:16][CH3:17])[CH3:18])[cH:9][cH:10]1.[CH3:21][OH:22].[Na+:20].[OH-:19]>>[CH3:1][O:2][CH2:3][O:4][c:5]1[cH:6][cH:7][c:8]([C:11](=[CH:12][C:13](=[O:14])[OH:15])[CH3:18])[cH:9][cH:10]1. The reactants are CC(C)(C)[O-], CCCC(C)O, Nc1nc(Cl)nc2c1ncn2C1CCCCO1, [Na+]. Yields the product CCCC(C)Oc1nc(N)c2ncn(C3CCCCO3)c2n1. As a reaction SMILES: [CH3:1][C:2]([CH3:3])([O-:4])[CH3:5].[CH3:24][CH:25]([CH2:26][CH2:27][CH3:28])[OH:29].[Cl:7][c:8]1[n:9][c:10]([NH2:23])[c:11]2[n:12][cH:13][n:14]([CH:17]3[O:18][CH2:19][CH2:20][CH2:21][CH2:22]3)[c:15]2[n:16]1.[Na+:6]>>[c:8]1([O:29][CH:25]([CH3:24])[CH2:26][CH2:27][CH3:28])[n:9][c:10]([NH2:23])[c:11]2[n:12][cH:13][n:14]([CH:17]3[O:18][CH2:19][CH2:20][CH2:21][CH2:22]3)[c:15]2[n:16]1. The reactants are NC=1C=C(C#N)C=CC1N (3,4-diaminobenzonitrile), C1=CN(C=N1)C(=O)N2C=CN=C2 (CDI), [OH-].[Na+] (NaOH). The solvent is C1(=CC=CC=C1)C (toluene). Run at temperature 125 celsius, time 2 hour. The product is O=C1NC2=C(N1)C=CC(=C2)C#N (2-oxo-2,3-dihydro-1H-benzimidazole-5-carbonitrile). Isolated yield 101.1%. RXN SMILES: [NH2:1][C:2]1[CH:3]=[C:4]([CH:7]=[CH:8][C:9]=1[NH2:10])[C:5]#[N:6].C1N=CN([C:16](N2C=NC=C2)=[O:17])C=1.[OH-].[Na+]>C1(C)C=CC=CC=1>[O:17]=[C:16]1[NH:10][C:9]2[CH:8]=[CH:7][C:4]([C:5]#[N:6])=[CH:3][C:2]=2[NH:1]1 |f:2.3|. Procedure: To a solution of 3,4-diaminobenzonitrile (350 mg) in toluene (5.5 ml) was added CDI (554 mg), followed by stirring at 125° C. for 2 hours. To the reaction mixture was added a 1M aqueous NaOH solution (0.117 ml), followed by extraction with EtOAc. The organic layer was dried over anhydrous MgsO4, and then filtered, and the filtrate was concentrated. It was powdered/washed with IPE/IPA to obtain 2-oxo-2,3-dihydro-1H-benzimidazole-5-carbonitrile (423 mg) as colorless powders. The product is 46, C(C(=C)C)(=O)OCCCCCCCCO (HOMA). Reagents/catalysts: [Cl-].C[N+](C)(C)C (tetramethylammonium chloride). RXN SMILES: [C:1]([OH:6])(=[O:5])[C:2]([CH3:4])=[CH2:3].[O:7]1[CH:9]([CH2:10][CH2:11][CH2:12][CH2:13][CH2:14][CH3:15])[CH2:8]1.COC1C=CC(O)=CC=1.O=O>[Cl-].C[N+](C)(C)C>[C:1]([O:6][CH2:15][CH2:14][CH2:13][CH2:12][CH2:11][CH2:10][CH2:9][CH2:8][OH:7])(=[O:5])[C:2]([CH3:4])=[CH2:3] |f:4.5|. Starting materials: COC1=CC=C(O)C=C1 (hydroquinone monomethylether), O=O (O2), C(C(=C)C)(=O)O (methacrylic acid), O1CC1CCCCCC (1,2-epoxyoctane). Procedure details: Hydroxyoctyl methacrylate (HOMA) is prepared by reacting 28.8 parts of methacrylic acid with 40.0 parts 1,2-epoxyoctane in the presence of 0.07 parts of tetramethylammonium chloride and 0.21 parts of hydroquinone monomethylether for 4 hours at 140° C. with O2 bubbled through the reaction mixture. The product is distilled at 95°-110° C./0.4 mm to yield 46 parts of HOMA which was identified by IR and NMR. Starting materials: Cc1ccc(-c2cnn(C)c2)cc1, [K+], O=[Mn](=O)(=O)[O-], [Na+], [OH-]. Product: Cn1cc(-c2ccc(C(=O)O)cc2)cn1. As a reaction SMILES: [CH3:1][n:2]1[n:3][cH:4][c:5](-[c:7]2[cH:8][cH:9][c:10]([CH3:13])[cH:11][cH:12]2)[cH:6]1.[K+:19].[Mn:14](=[O:15])([O-:16])(=[O:17])=[O:18].[Na+:21].[OH-:20]>>[CH3:1][n:2]1[n:3][cH:4][c:5](-[c:7]2[cH:8][cH:9][c:10]([C:13]([OH:15])=[O:20])[cH:11][cH:12]2)[cH:6]1. The reactants are S(O)(O)(=O)=O (sulfuric acid), CC=1C(C(=C(C(C1C)=O)C)CCC(CCCO)C)=O (2,3,5 -trimethyl-6-(6'-hydroxy- 3'-methylhexyl)-1,4-benzoquinone), CC(=O)C (acetone). The reagents and catalysts are [O-2].[O-2].[O-2].[Cr+6] (chromium trioxide). Run in O (water), O (water). Reaction conditions: time 10 minute. The product is CC=1C(C2=CC=CC=C2C(C1CCC(CCC(=O)O)C)=O)=O (2-methyl-3-(5'-carboxy-3'-methylpentyl)-1,4-naphthoquinone). RXN SMILES: [CH3:1][C:2]1[C:3](=[O:19])[C:4]([CH2:11][CH2:12][CH:13]([CH3:18])[CH2:14][CH2:15][CH2:16][OH:17])=[C:5]([CH3:10])[C:6](=[O:9])[C:7]=1[CH3:8].[CH3:20][C:21](C)=O.S(=O)(=O)(O)[OH:25]>O.[O-2].[O-2].[O-2].[Cr+6]>[CH3:10][C:5]1[C:6](=[O:9])[C:7]2[C:2]([C:3](=[O:19])[C:4]=1[CH2:11][CH2:12][CH:13]([CH3:18])[CH2:14][CH2:15][C:16]([OH:25])=[O:17])=[CH:1][CH:21]=[CH:20][CH:8]=2 |f:4.5.6.7|. Procedure details: To 0.05 part of 2,3,5-trimethyl-6-(6'-hydroxy-3'-methylhexyl)-1,4-benzoquinone (Formula (III) wherein R=H3C) obtained in Reference Example 4 in 300 volume parts of acetone is added, at 0°C, 10 volume parts of solution prepared by dissolving 267 parts of chromium trioxide in 230 volume parts of 98 % sulfuric acid and diluting the solution with water to make a total of 1000 volume parts. The mixture is stirred for 10 minutes and, following the dilution with 2000 volume parts of water extracted wit... Starting materials: COC1=CC=C(C=CCCl)C=C1 (p-methoxycinnamyl chloride), C1NCC2=CC=CC=C12 (isoindoline). Run in C(C)O (ethanol). Yields the product Cl.COC1=CC=C(C=CCN2CC3=CC=CC=C3C2)C=C1 (N-(p-methoxycinnamyl)-isoindoline hydrochloride). The yield is 22.9%. Reaction SMILES: [CH3:1][O:2][C:3]1[CH:12]=[CH:11][C:6]([CH:7]=[CH:8][CH2:9][Cl:10])=[CH:5][CH:4]=1.[CH2:13]1[C:21]2[C:16](=[CH:17][CH:18]=[CH:19][CH:20]=2)[CH2:15][NH:14]1>C(O)C>[ClH:10].[CH3:1][O:2][C:3]1[CH:12]=[CH:11][C:6]([CH:7]=[CH:8][CH2:9][N:14]2[CH2:15][C:16]3[C:21](=[CH:20][CH:19]=[CH:18][CH:17]=3)[CH2:13]2)=[CH:5][CH:4]=1 |f:3.4|. Reported procedure: A solution of 0.45 gram of p-methoxycinnamyl chloride and 0.62 gram of isoindoline in 20 milliliters of ethanol is stirred overnight at room temperature. After completion of the reaction, the reaction mixture is concentrated. Chloroform is then added to the residue, and the insolubles are filtered off. The subsequent operations are carried out as in Example 13 to obtain 0.17 gram (yield 37.7%) of N-(p-methoxycinnamyl)-isoindoline hydrochloride as crystals having a melting point of 201°-202° C. (... Starting materials: CCC(O)C1(c2onc(-c3ccc(O[Si](C)(C)C(C)(C)C)cc3)c2-c2ccccc2)CC1, CCCC[N+](CCCC)(CCCC)CCCC, C1CCOC1, CCOC(C)=O, [Cl-], [F-], [NH4+], O. Product: CCC(O)C1(c2onc(-c3ccc(O)cc3)c2-c2ccccc2)CC1. As a reaction SMILES: [C:1]([Si:2]([CH3:3])([CH3:4])[O:6][c:7]1[cH:8][cH:9][c:10](-[c:13]2[n:14][o:15][c:16]([C:24]3([CH:27]([CH2:28][CH3:29])[OH:30])[CH2:25][CH2:26]3)[c:17]2-[c:18]2[cH:19][cH:20][cH:21][cH:22][cH:23]2)[cH:11][cH:12]1)([CH3:5])([CH3:31])[CH3:32].[CH2:35]([N+:36]([CH2:37][CH2:38][CH2:39][CH3:40])([CH2:41][CH2:42][CH2:43][CH3:44])[CH2:45][CH2:46][CH2:47][CH3:48])[CH2:49][CH2:50][CH3:51].[CH2:60]1[O:61][CH2:62][CH2:63][CH2:64]1.[CH3:54][CH2:55][O:56][C:57](=[O:58])[CH3:59].[Cl-:52].[F-:34].[NH4+:53].[OH2:33]>>[OH:6][c:7]1[cH:8][cH:9][c:10](-[c:13]2[n:14][o:15][c:16]([C:24]3([CH:27]([CH2:28][CH3:29])[OH:30])[CH2:25][CH2:26]3)[c:17]2-[c:18]2[cH:19][cH:20][cH:21][cH:22][cH:23]2)[cH:11][cH:12]1.